Task: describe an organic reaction: reactants, conditions, products, and yield. Dataset: the Open Reaction Database (ORD), a public repository of structured organic reaction records Reactants: CC(=CCO)C (3-methyl-2-buten-1-ol), C(C)(OCC)([O-])[O-] (ethyl orthoacetate), C(C)O (ethanol). Run at time 30 minute. The product is C(C)OC(C)(OCC=C(C)C)OCC (1,1-diethoxy-1-(3-methyl-2-buten-1-yloxy)ethane). Reaction SMILES: [CH3:1][C:2]([CH3:6])=[CH:3][CH2:4][OH:5].[C:7]([O-:13])([O-])([O:9][CH2:10][CH3:11])[CH3:8].[CH2:14](O)[CH3:15]>>[CH2:14]([O:13][C:7]([O:9][CH2:10][CH3:11])([O:5][CH2:4][CH:3]=[C:2]([CH3:6])[CH3:1])[CH3:8])[CH3:15]. Procedure: A mixture of 4.3 g of 3-methyl-2-buten-1-ol and 16.2 g of ethyl orthoacetate was heated with stirring. The temperature was raised slowly over 2 hours to 120°, during which time 1.8 g of ethanol was evolved and removed. Heating was continued at 120° for 30 minutes and the reaction mixture was then distilled to give, after removal of 8.5 g of unreacted ethyl orthoacetate (b.p. 50°-65°/57 mm), 4.25 g of 1,1-diethoxy-1-(3-methyl-2-buten-1-yloxy)ethane, b.p. 75°-76°/6 mm. Starting materials: CC(C(C1OC(C(C(C1O)O)O)SC)NC(=O)C1NCC(C1)CCC(F)F)C (4-(3,3-difluoro-propyl)-pyrrolidine-2-carboxylic acid [2-methyl-1-(3,4,5-trihydroxy-6-methylsulfanyl-tetrahydro-pyran-2-yl)-propyl]-amide), Example 14, C1CO1 (Ethylene oxide), C1CO1 (ethylene oxide). Solvent: CO (methanol). Run at temperature 4 celsius, time 8 hour. Product: CC(C(C1OC(C(C(C1O)O)O)SC)NC(=O)C1N(CC(C1)CCC(F)F)CCO)C (4-(3,3-Difluoro-propyl)-1-(2-hydroxy-ethyl)-pyrrolidine-2-carboxylic acid [2-methyl-1-(3,4,5-trihydroxy-6-methylsulfanyl-tetrahydro-pyran-2-yl)-propyl]-amide). Isolated yield 59.0%. RXN SMILES: [CH2:1]1[O:3][CH2:2]1.[CH3:4][CH:5]([CH3:31])[CH:6]([NH:18][C:19]([CH:21]1[CH2:25][CH:24]([CH2:26][CH2:27][CH:28]([F:30])[F:29])[CH2:23][NH:22]1)=[O:20])[CH:7]1[CH:12]([OH:13])[CH:11]([OH:14])[CH:10]([OH:15])[CH:9]([S:16][CH3:17])[O:8]1>CO>[CH3:4][CH:5]([CH3:31])[CH:6]([NH:18][C:19]([CH:21]1[CH2:25][CH:24]([CH2:26][CH2:27][CH:28]([F:30])[F:29])[CH2:23][N:22]1[CH2:1][CH2:2][OH:3])=[O:20])[CH:7]1[CH:12]([OH:13])[CH:11]([OH:14])[CH:10]([OH:15])[CH:9]([S:16][CH3:17])[O:8]1. Procedure: Ethylene oxide (0.4 mL) was added to a solution of 4-(3,3-difluoro-propyl)-pyrrolidine-2-carboxylic acid [2-methyl-1-(3,4,5-trihydroxy-6-methylsulfanyl-tetrahydro-pyran-2-yl)-propyl]-amide, prepared as in Example 14 (29.7 mg, 0.07 mmol), in methanol (2 mL), at 0° C. The reaction mixture was stirred at 4° C. overnight. Additional ethylene oxide (0.4 mL) was added and stirred at 4° C. overnight. The reaction mixture was concentrated and purified by chromatography to give the title compound as a wh... Starting materials: COC1=CC(=C(CC(C(=O)OC)C(=O)OC)C=C1)[N+](=O)[O-] (dimethyl (4-methoxy-2-nitrobenzyl)malonate), palladium-C, [H][H] (hydrogen). The solvent is C(C)O (ethanol). Conditions: temperature 80 celsius, time 24 hour. The product is COC1=CC=C2CC(C(NC2=C1)=O)C(=O)O (1,2,3,4-Tetrahydro-7-methoxy-2-oxo-3-quinolinecarboxylic Acid). Yield: 82.7%. Reaction SMILES: [CH3:1][O:2][C:3]1[CH:18]=[CH:17][C:6]([CH2:7][CH:8]([C:13]([O:15]C)=[O:14])[C:9](OC)=[O:10])=[C:5]([N+:19]([O-])=O)[CH:4]=1.[H][H]>C(O)C>[CH3:1][O:2][C:3]1[CH:4]=[C:5]2[C:6]([CH2:7][CH:8]([C:13]([OH:15])=[O:14])[C:9](=[O:10])[NH:19]2)=[CH:17][CH:18]=1. Reported procedure: A solution of dimethyl (4-methoxy-2-nitrobenzyl)malonate (19 g) in ethanol (200 ml) was hydrogenated in the presence of 10% palladium-C (2.0 g) at room temperature under one atmosphere of hydrogen for 24 hr. The reaction mixture was further stirred at 80° C. for 24 hr and the catalyst was removed by filtration. The filtrate was concentrated. The residue was dissolved in the combined solvent of THF (250 ml) and methanol (250 ml) and 1 N aqueous sodium hydroxide (126 ml) was added in an ice bath. ... The reactants are Cc1ccccc1, O=C(c1ccccc1[N+](=O)[O-])C1CC1, [H][H]. Reaction SMILES: [CH3:17][c:18]1[cH:19][cH:20][cH:21][cH:22][cH:23]1.[CH:1]1([C:4](=[O:5])[c:6]2[c:7]([N+:12]([O-:13])=[O:14])[cH:8][cH:9][cH:10][cH:11]2)[CH2:2][CH2:3]1.[H:15][H:16]>>[CH:1]1([C:4](=[O:5])[c:6]2[c:7]([NH2:12])[cH:8][cH:9][cH:10][cH:11]2)[CH2:2][CH2:3]1. The product is Nc1ccccc1C(=O)C1CC1. Reactants: COC1=CC=C2COC(C2=C1)=O (6-methoxyisobenzofuran-1 (3H)-one), NCC=1C=NC=CC1 (3-aminomethylpyridine). Reaction conditions: temperature 150 celsius. Product: OCC1=C(C(=O)NCC=2C=NC=CC2)C=C(C=C1)OC (2-hydroxymethyl-5-methoxy-N-(3-pyridylmethyl)benzamide). Isolated yield 91.8%. RXN SMILES: [CH3:1][O:2][C:3]1[CH:11]=[C:10]2[C:6]([CH2:7][O:8][C:9]2=[O:12])=[CH:5][CH:4]=1.[NH2:13][CH2:14][C:15]1[CH:16]=[N:17][CH:18]=[CH:19][CH:20]=1>>[OH:8][CH2:7][C:6]1[CH:5]=[CH:4][C:3]([O:2][CH3:1])=[CH:11][C:10]=1[C:9]([NH:13][CH2:14][C:15]1[CH:16]=[N:17][CH:18]=[CH:19][CH:20]=1)=[O:12]. Procedure details: A mixture of 919 mg of 6-methoxyisobenzofuran-1 (3H)-one and 1.82 g of 3-aminomethylpyridine was heated at 150° C. without solvent for 3 hours under stirring. After finishing the reaction, the mixture was chromatographed on a column of silica gel, eluting with ethyl acetate and then with tetrahydrofuran to give 1.40 g of the titled compound. Starting materials: ClC1=C(C=CC=C1)SC1=C(C(=CC=C1)CC=C)O (2-(2-chlorophenylthio)-6-allylphenol), [OH-].[K+] (potassium hydroxide). Run in CO (methanol). Conditions: temperature 110 celsius. Yields the product ClC1=C(C=CC=C1)SC1=C(C(=CC=C1)C=CC)O (2-(2-chlorophenylthio)-6-(1-propenyl)phenol). The yield is 98.4%. RXN SMILES: [Cl:1][C:2]1[CH:7]=[CH:6][CH:5]=[CH:4][C:3]=1[S:8][C:9]1[CH:14]=[CH:13][CH:12]=[C:11]([CH2:15][CH:16]=[CH2:17])[C:10]=1[OH:18].[OH-].[K+]>CO>[Cl:1][C:2]1[CH:7]=[CH:6][CH:5]=[CH:4][C:3]=1[S:8][C:9]1[CH:14]=[CH:13][CH:12]=[C:11]([CH:15]=[CH:16][CH3:17])[C:10]=1[OH:18] |f:1.2|. Procedure details: A mixture of 2-(2-chlorophenylthio)-6-allylphenol (32 g) and potassium hydroxide (41 g) in methanol (140 ml) was stirred at 110° C., and methanol was distilled off under ordinal pressure. The remaining mixture was further stirred at 100° C. for an hour, cooled to the ambient temperature and then dissolved in water. The aqueous solution was acidified with conc. hydrochloric acid under ice-water cooling. The resultant oily substance was extracted with diethyl ether, and the extract was washed with...